From a dataset of the Open Reaction Database (ORD), a public repository of structured organic reaction records. describe an organic reaction: reactants, conditions, products, and yield Reactants: C(C1=CC=CC=C1)N1C(C(C(C1)NC(=O)OC(C)(C)C)C)=O (1-benzyl-4-t-butoxycarbonylamino-3-methyl-2-oxopyrrolidine), [OH-].[Na+] (sodium hydroxide), [H-].[Al+3].[Li+].[H-].[H-].[H-] (lithium aluminum hydride), ice water. Solvent: CCOCC (ether), CCOCC (ether). Product: C(C1=CC=CC=C1)N1C[C@H]([C@H](C1)C)NC(=O)OC(C)(C)C (1-Benzyl-cis-3-t-butoxycarbonylamino-4-methylpyrrolidine). Isolated yield 35.3%. As a reaction SMILES: [H-].[Al+3].[Li+].[H-].[H-].[H-].[CH2:7]([N:14]1[CH2:18][CH:17]([NH:19][C:20]([O:22][C:23]([CH3:26])([CH3:25])[CH3:24])=[O:21])[CH:16]([CH3:27])[C:15]1=O)[C:8]1[CH:13]=[CH:12][CH:11]=[CH:10][CH:9]=1.[OH-].[Na+]>CCOCC>[CH2:7]([N:14]1[CH2:15][C@H:16]([CH3:27])[C@H:17]([NH:19][C:20]([O:22][C:23]([CH3:24])([CH3:26])[CH3:25])=[O:21])[CH2:18]1)[C:8]1[CH:9]=[CH:10][CH:11]=[CH:12][CH:13]=1 |f:0.1.2.3.4.5,7.8|. Procedure details: To a suspension of lithium aluminum hydride (3.61 g) in absolute ether (150 ml) was added dropwise a solution of 1-benzyl-4-t-butoxycarbonylamino-3-methyl-2-oxopyrrolidine (14.46 g) in absolute ether (100 ml) with stirring for an hour at -5°~3° C. After stirring for an hour at 0° C., the reaction mixture as poured into ice-water and added 50% aqueous sodium hydroxide solution, the organic layer was separated, washed with water and saturated aqueous sodium chloride successively, dried over anhydr... Starting materials: Intermediate I, FC(OC=1C=C(C=CC1)CN)(F)F ((3-(trifluoromethoxy)phenyl)methanamine), BrC=1C=CC=2N(C1)C=C(N2)C(=O)OCC (ethyl 6-bromoimidazo[1,2-a]pyridine-2-carboxylate). The product is BrC=1C=CC=2N(C1)C=C(N2)C(=O)NCC2=CC(=CC=C2)OC(F)(F)F (6-Bromo-N-(3-(trifluoromethoxy)benzyl)imidazo[1,2-a]pyridine-2-carboxamide). As a reaction SMILES: [F:1][C:2]([F:13])([F:12])[O:3][C:4]1[CH:5]=[C:6]([CH2:10][NH2:11])[CH:7]=[CH:8][CH:9]=1.[Br:14][C:15]1[CH:16]=[CH:17][C:18]2[N:19]([CH:21]=[C:22]([C:24](OCC)=[O:25])[N:23]=2)[CH:20]=1>>[Br:14][C:15]1[CH:16]=[CH:17][C:18]2[N:19]([CH:21]=[C:22]([C:24]([NH:11][CH2:10][C:6]3[CH:7]=[CH:8][CH:9]=[C:4]([O:3][C:2]([F:12])([F:13])[F:1])[CH:5]=3)=[O:25])[N:23]=2)[CH:20]=1. Reported procedure: The title compound was prepared by essentially following the same procedures described for Intermediate I, using (3-(trifluoromethoxy)phenyl)methanamine and ethyl 6-bromoimidazo[1,2-a]pyridine-2-carboxylate as starting materials.